describe an organic reaction: reactants, conditions, products, and yield From a dataset of the Open Reaction Database (ORD), a public repository of structured organic reaction records. The reactants are CCCO, CC(=O)O, COC(=O)N(C)CC(=O)c1ccc(Cl)cc1, NN, O. Product: COC(=O)N(C)CC(=NN)c1ccc(Cl)cc1. As a reaction SMILES: [CH2:24]([OH:25])[CH2:26][CH3:27].[CH3:17][C:18](=[O:19])[OH:20].[CH3:1][N:2]([C:3](=[O:4])[O:5][CH3:6])[CH2:7][C:8](=[O:9])[c:10]1[cH:11][cH:12][c:13]([Cl:16])[cH:14][cH:15]1.[NH2:22][NH2:23].[OH2:21]>>[CH3:1][N:2]([C:3](=[O:4])[O:5][CH3:6])[CH2:7][C:8]([c:10]1[cH:11][cH:12][c:13]([Cl:16])[cH:14][cH:15]1)=[N:22][NH2:23]. The reactants are C1(=CC=CC=C1)S(=O)\C=C(\C(F)(F)F)/C1=CC(=CC(=C1)Cl)Cl ((1E)-2-(3,5-dichlorophenyl)-3,3,3-trifluoroprop-1-en-1-yl phenyl sulfoxide), C(C1=CC=CC=C1)N(COC)C[Si](C)(C)C (N-Benzyl-1-methoxy-N-[(trimethylsilyl)methyl]methanamine). Reagents/catalysts: FC(C(=O)O)(F)F (Trifluoroacetic acid). The solvent is C1(=CC=CC=C1)C (toluene), C1(=CC=CC=C1)C (toluene). Yields the product [Cl-].C(C1=CC=CC=C1)[NH+]1CC(C(C1)S(=O)C1=CC=CC=C1)(C(F)(F)F)C1=CC(=CC(=C1)Cl)Cl (1-Benzyl-3-(3,5-dichlorophenyl)-4-(phenylsulfinyl)-3-(trifluoro-methyl)pyrrolidinium chloride). Yield: 170.9%. RXN SMILES: [C:1]1([S:7](/[CH:9]=[C:10](\[C:15]2[CH:20]=[C:19]([Cl:21])[CH:18]=[C:17]([Cl:22])[CH:16]=2)/[C:11]([F:14])([F:13])[F:12])=[O:8])[CH:6]=[CH:5][CH:4]=[CH:3][CH:2]=1.[CH2:23]([N:30]([CH2:34][Si](C)(C)C)[CH2:31]OC)[C:24]1[CH:29]=[CH:28][CH:27]=[CH:26][CH:25]=1>C1(C)C=CC=CC=1.FC(F)(F)C(O)=O>[Cl-:21].[CH2:23]([NH+:30]1[CH2:34][CH:9]([S:7]([C:1]2[CH:2]=[CH:3][CH:4]=[CH:5][CH:6]=2)=[O:8])[C:10]([C:15]2[CH:20]=[C:19]([Cl:21])[CH:18]=[C:17]([Cl:22])[CH:16]=2)([C:11]([F:14])([F:12])[F:13])[CH2:31]1)[C:24]1[CH:29]=[CH:28][CH:27]=[CH:26][CH:25]=1 |f:4.5|. Procedure: Trifluoroacetic acid (9 μL, 128 μmol) was added to (1E)-2-(3,5-dichlorophenyl)-3,3,3-trifluoroprop-1-en-1-yl phenyl sulfoxide (1.00 g, 93% purity, 2.56 mmol) in toluene (1.28 mL). N-Benzyl-1-methoxy-N-[(trimethylsilyl)methyl]methanamine (911 mg, 3.84 mmol) in toluene (8.75 mL) was added at room temperature over one hour. The solvents of the reaction mixture were removed and the crude product was taken up in iso-propanol and the pH was adjusted to 3 with 3.6% hydrochloric acid. After two hours th... Yield: 61.0%. The solvent is S(O)(O)(=O)=O (sulphuric acid). Reaction SMILES: [F:1][C:2]1[C:8]([F:9])=[C:7]([F:10])[CH:6]=[C:5]([F:11])[C:3]=1[NH2:4].[N:12]([O-])=O.[Na+].Cl.C(O)(=O)C>S(=O)(=O)(O)O>[F:1][C:2]1[C:8]([F:9])=[C:7]([F:10])[CH:6]=[C:5]([F:11])[C:3]=1[NH:4][NH2:12] |f:1.2|. Product: FC1=C(C(=CC(=C1F)F)F)NN (2,3,4,6-tetrafluorophenylhydrazine). Reported procedure: 2,3,4,6-Tetrafluoroaniline (27.5 g) was diazotised with sodium nitrite (12.5 g) in a mixture of concentrated hydrochloric acid (580 ml) and glacial acetic acid (110 ml). The filtered diazonium salt solution was reduced by the addition of a solution of stannous chloride dihydrate (108 g) in concentrated sulphuric acid (108 ml) at 0°-10° C. The resulting hydrazine hydrochloride solution was evaporated to dryness and the residue was dissolved in water and basified by the addition of aqueous ammonia... Starting materials: FC1=C(N)C(=CC(=C1F)F)F (2,3,4,6-Tetrafluoroaniline), N(=O)[O-].[Na+] (sodium nitrite), Cl (hydrochloric acid), C(C)(=O)O (acetic acid), diazonium salt, stannous chloride dihydrate. The reactants are BrC1CC(OCC1)C1=CC=C(C=C1)Br (4-bromo-2-(4-bromophenyl)tetrahydro-2H-pyran), N12CCCCCC2=NCCC1 (1,8-Diazabicyclo[5.4.0]undec-7-ene). The solvent is C(C)(=O)OCC (ethyl acetate), O (water), C1(=CC=CC=C1)C (toluene). Conditions: temperature 100 celsius, time 16 hour. The product is BrC1=CC=C(C=C1)C1OCC=CC1 (2-(4-bromophenyl)-3,6-dihydro-2H-pyran). Yield: 62.7%. As a reaction SMILES: Br[CH:2]1[CH2:7][CH2:6][O:5][CH:4]([C:8]2[CH:13]=[CH:12][C:11]([Br:14])=[CH:10][CH:9]=2)[CH2:3]1.N12CCCN=C1CCCCC2>C1(C)C=CC=CC=1.C(OCC)(=O)C.O>[Br:14][C:11]1[CH:10]=[CH:9][C:8]([CH:4]2[CH2:3][CH:2]=[CH:7][CH2:6][O:5]2)=[CH:13][CH:12]=1. Procedure: To a solution of 4-bromo-2-(4-bromophenyl)tetrahydro-2H-pyran (320 mg, 1.00 mmol) in toluene (5 mL) was added 1,8-Diazabicyclo[5.4.0]undec-7-ene (304 mg, 2.00 mmol). The mixture was stirred at 100° C. for 16 hours. The mixture was then diluted with ethyl acetate and water. The organic layer was washed with brine, dried over sodium sulfate, filtered and concentrated. The residue was purified by silica gel chromatography to give the title compound (150 mg) which contained some impurity of 4-bromob... The reactants are C1(CC1)N1C=C(C(C2=CC(=C(C(=C12)F)F)F)=O)C(=O)O (1-cyclopropyl-6,7,8-trifluoro-1,4-dihydro-4-oxo-3-quinolinecarboxylic acid), CNCC1CNCC1C (3-methylaminomethyl-4-methylpyrrolidine), C1CCC2=NCCCN2CC1 (DBU). Run in C(C)#N (acetonitrile). Reaction conditions: time 8 hour. The product is C1(CC1)N1C=C(C(C2=CC(=C(C(=C12)F)N1CC(C(C1)C)CNC)F)=O)C(=O)O (1-Cyclopropyl-6,8-difluoro-1,4-dihydro-7-(3-methylaminomethyl-4-methyl-1-pyrrolidinyl)-4-oxo-3-quinolinecarboxylic acid). Yield: 59.3%. As a reaction SMILES: [CH:1]1([N:4]2[C:13]3[C:8](=[CH:9][C:10]([F:16])=[C:11](F)[C:12]=3[F:14])[C:7](=[O:17])[C:6]([C:18]([OH:20])=[O:19])=[CH:5]2)[CH2:3][CH2:2]1.[CH3:21][NH:22][CH2:23][CH:24]1[CH:28]([CH3:29])[CH2:27][NH:26][CH2:25]1.C1CCN2C(=NCCC2)CC1>C(#N)C>[CH:1]1([N:4]2[C:13]3[C:8](=[CH:9][C:10]([F:16])=[C:11]([N:26]4[CH2:27][CH:28]([CH3:29])[CH:24]([CH2:23][NH:22][CH3:21])[CH2:25]4)[C:12]=3[F:14])[C:7](=[O:17])[C:6]([C:18]([OH:20])=[O:19])=[CH:5]2)[CH2:2][CH2:3]1. Procedure: A mixture of 1-cyclopropyl-6,7,8-trifluoro-1,4-dihydro-4-oxo-3-quinolinecarboxylic acid (0.5 g), anhydrous acetonitrile (5 ml), 3-methylaminomethyl-4-methylpyrrolidine (0.34 g) and DBU (0.27 g) was refluxed for an hour and allowed to stand overnight at room temperature. The resulting precipitate was collected by filtration, washed with acetonitrile and ether successively and recrystallized from chloroform-methanol-concentrated aqueous ammonia to give the title compound (0.41 g) as white powder, ... Starting materials: C=1C=CC2=C(C1)C(=O)N(C2=O)C3CCC(=O)NC3=O (Thalidomide), COC=1C=CC(=CC1)P2(=S)SP(=S)(S2)C=3C=CC(=CC3)OC (Lawesson's reagent). Solvent: C1(=CC=CC=C1)C (toluene). The product is O=C1NC(CCC1N1C(C2=CC=CC=C2C1=O)=O)=S (2-(2-Oxo-6-thioxo-3-piperidinyl)-1H-isoindole-1,3(2H)-dione). Isolated yield 132.6%. RXN SMILES: [CH:1]1[CH:2]=[CH:3][C:4]2[C:10](=[O:11])[N:9]([CH:12]3[C:18](=[O:19])[NH:17][C:15](=O)[CH2:14][CH2:13]3)[C:7](=[O:8])[C:5]=2[CH:6]=1.COC1C=CC(P2(SP(C3C=CC(OC)=CC=3)(=S)S2)=[S:29])=CC=1>C1(C)C=CC=CC=1>[O:19]=[C:18]1[CH:12]([N:9]2[C:10](=[O:11])[C:4]3[C:5](=[CH:6][CH:1]=[CH:2][CH:3]=3)[C:7]2=[O:8])[CH2:13][CH2:14][C:15](=[S:29])[NH:17]1. Reported procedure: Compound 203 (1.14 g, 5 mmol) was suspended in CH2Cl2 (100 mL). To the mixture was added CF3COOH (10 mL) and this then was stirred at room for 4 h. The solvent was evaporated to give crude 204 (1.25 g): 1H NMR (DMSO-d6) δ 11.42 (s, 1H), 8.70 (br, 2H), 4.31 (dd, J=5.4 Hz, J=13 Hz), 2.88-2.72 (m, 2H), 2.25-2.09 (m, 2H). A mixture of crude 204 (1.25 g) and phthalic anhydride (0.89 g, 6 mmol) and Et3N (1.39 ml, 10 mmol) in THF (150 mL) was refluxed for two days. The reaction mixture was concentrated... The reactants are C=CCCNCC=O, COc1nnc(N=C=O)s1, c1ccccc1. The product is C=CCCN(CC=O)C(=O)Nc1nnc(OC)s1. RXN SMILES: [CH2:11]([CH2:12][CH:13]=[CH2:14])[NH:15][CH2:16][CH:17]=[O:18].[CH3:1][O:2][c:3]1[n:4][n:5][c:6]([N:8]=[C:9]=[O:10])[s:7]1.[cH:19]1[cH:20][cH:21][cH:22][cH:23][cH:24]1>>[CH3:1][O:2][c:3]1[n:4][n:5][c:6]([NH:8][C:9](=[O:10])[N:15]([CH2:11][CH2:12][CH:13]=[CH2:14])[CH2:16][CH:17]=[O:18])[s:7]1.